Dataset: the Open Reaction Database (ORD), a public repository of structured organic reaction records. Task: describe an organic reaction: reactants, conditions, products, and yield Reactants: Cn1cc(-c2ccc3nnc(S)n3n2)cn1, CCN(C(C)C)C(C)C, O=[N+]([O-])c1ccc(OS(=O)(=O)C(F)(F)F)cc1F, CN(C)C=O, O=C(C=Cc1ccccc1)C=Cc1ccccc1, O=C(C=Cc1ccccc1)C=Cc1ccccc1, O=C(C=Cc1ccccc1)C=Cc1ccccc1, [Pd], [Pd]. Product: Cn1cc(-c2ccc3nnc(Sc4ccc([N+](=O)[O-])c(F)c4)n3n2)cn1. RXN SMILES: [CH3:28][n:29]1[n:30][cH:31][c:32](-[c:34]2[cH:35][cH:36][c:37]3[n:38]([n:39]2)[c:40]([SH:43])[n:41][n:42]3)[cH:33]1.[CH:19]([N:20]([CH:21]([CH3:22])[CH3:23])[CH2:24][CH3:25])([CH3:26])[CH3:27].[F:1][c:2]1[cH:3][c:4]([O:11][S:12]([C:13]([F:14])([F:15])[F:16])(=[O:17])=[O:18])[cH:5][cH:6][c:7]1[N+:8](=[O:9])[O-:10].[O:44]=[CH:45][N:46]([CH3:47])[CH3:48].[O:51]=[C:52]([CH:53]=[CH:54][c:55]1[cH:56][cH:57][cH:58][cH:59][cH:60]1)[CH:61]=[CH:62][c:63]1[cH:64][cH:65][cH:66][cH:67][cH:68]1.[O:69]=[C:70]([CH:71]=[CH:72][c:73]1[cH:74][cH:75][cH:76][cH:77][cH:78]1)[CH:79]=[CH:80][c:81]1[cH:82][cH:83][cH:84][cH:85][cH:86]1.[O:87]=[C:88]([CH:89]=[CH:90][c:91]1[cH:92][cH:93][cH:94][cH:95][cH:96]1)[CH:97]=[CH:98][c:99]1[cH:100][cH:101][cH:102][cH:103][cH:104]1.[Pd:49].[Pd:50]>>[F:1][c:2]1[cH:3][c:4]([S:43][c:40]2[n:38]3[c:37]([cH:36][cH:35][c:34](-[c:32]4[cH:31][n:30][n:29]([CH3:28])[cH:33]4)[n:39]3)[n:42][n:41]2)[cH:5][cH:6][c:7]1[N+:8](=[O:9])[O-:10].